The task is: describe an organic reaction: reactants, conditions, products, and yield. This data is from the Open Reaction Database (ORD), a public repository of structured organic reaction records. Starting materials: C1(=CCCCC1)CN1CCC(CC1)NC(OC(C)(C)C)=O (tert-Butyl N-[1-(cyclohex-1-en-1-ylmethyl)piperidin-4-yl]carbamate), Cl (hydrochloric acid), [OH-].[Na+] (sodium hydroxide). Run in CO (methanol). The product is C1(=CCCCC1)CN1CCC(CC1)N (1-(Cyclohex-1-en-1-ylmethyl)piperidin-4-amine). Isolated yield 95.8%. Reaction SMILES: [C:1]1([CH2:7][N:8]2[CH2:13][CH2:12][CH:11]([NH:14]C(=O)OC(C)(C)C)[CH2:10][CH2:9]2)[CH2:6][CH2:5][CH2:4][CH2:3][CH:2]=1.Cl.[OH-].[Na+]>CO>[C:1]1([CH2:7][N:8]2[CH2:13][CH2:12][CH:11]([NH2:14])[CH2:10][CH2:9]2)[CH2:6][CH2:5][CH2:4][CH2:3][CH:2]=1 |f:2.3|. Procedure details: A mixture of tert-butyl N-[1-(cyclohex-1-en-1-ylmethyl)piperidin-4-yl]carbamate obtained in Example 4a (7.47 g, 25.4 mmol), a 5 N aqueous hydrochloric acid solution (25 ml, 125 mmol) and methanol (100 ml) was stirred at 70° C. for 1.5 hours. The reaction mixture was ice-cooled, a 5 N aqueous sodium hydroxide solution (25 ml, 125 mmol) was added, and the solvent was distilled off. Water was added to the residue, which was extracted with ethyl acetate twice. The organic layer was washed with brine...